This data is from the Open Reaction Database (ORD), a public repository of structured organic reaction records. The task is: describe an organic reaction: reactants, conditions, products, and yield Reactants: O1COC2=C1C=CC(=C2)[C@@H]2C(=C(C1=CC(=CC=C21)OCCC)OS(=O)(=O)F)C(=O)OC ((S)-methyl 1-(1,3-benzodioxol-5-yl)-3-[(fluorosulfonyl)oxy]-5-propoxy-1H-indene-2-carboxylate), COC1=CC(=C(C=C1)B(O)O)OCCOCC1=CC=CC=C1 ((4-methoxy-2-[2-(phenylmethoxy)ethoxy]phenyl]boronic acid), C(=O)([O-])[O-].[K+].[K+] (K2CO3), C (Norit), C (charcoal), COC1=CC(=C(C=C1)B(O)O)OCCOCC1=CC=CC=C1 ((4-methoxy-2-[2-(phenylmethoxy)ethoxy]phenyl]boronic acid), Example 1 ( vii ). The reagents and catalysts are C1=CC=C(C=C1)P([C-]2C=CC=C2)C3=CC=CC=C3.C1=CC=C(C=C1)P([C-]2C=CC=C2)C3=CC=CC=C3.Cl[Pd]Cl.[Fe+2] (Pd(dppf)Cl2). The solvent is C1(=CC=CC=C1)C (toluene), CCO (EtOH). Reaction conditions: time 0.5 hour. The product is O1COC2=C1C=CC(=C2)[C@@H]2C(=C(C1=CC(=CC=C21)OCCC)C2=C(C=C(C=C2)OC)OCCOCC2=CC=CC=C2)C(=O)OC ((S)-methyl 1-(1,3-benzodioxol-5-yl)-3-[4-methoxy-2-[2-(phenylmethoxy)ethoxy]phenyl]-5-propoxy-1H-indene-2-carboxylate). The yield is 98.3%. RXN SMILES: [O:1]1[C:5]2[CH:6]=[CH:7][C:8]([C@H:10]3[C:18]4[C:13](=[CH:14][C:15]([O:19][CH2:20][CH2:21][CH3:22])=[CH:16][CH:17]=4)[C:12](OS(F)(=O)=O)=[C:11]3[C:28]([O:30][CH3:31])=[O:29])=[CH:9][C:4]=2[O:3][CH2:2]1.[CH3:32][O:33][C:34]1[CH:39]=[CH:38][C:37](B(O)O)=[C:36]([O:43][CH2:44][CH2:45][O:46][CH2:47][C:48]2[CH:53]=[CH:52][CH:51]=[CH:50][CH:49]=2)[CH:35]=1.C([O-])([O-])=O.[K+].[K+].C>C1C=CC(P(C2C=CC=CC=2)[C-]2C=CC=C2)=CC=1.C1C=CC(P(C2C=CC=CC=2)[C-]2C=CC=C2)=CC=1.Cl[Pd]Cl.[Fe+2].CCO.C1(C)C=CC=CC=1>[O:1]1[C:5]2[CH:6]=[CH:7][C:8]([C@H:10]3[C:18]4[C:13](=[CH:14][C:15]([O:19][CH2:20][CH2:21][CH3:22])=[CH:16][CH:17]=4)[C:12]([C:37]4[CH:38]=[CH:39][C:34]([O:33][CH3:32])=[CH:35][C:36]=4[O:43][CH2:44][CH2:45][O:46][CH2:47][C:48]4[CH:49]=[CH:50][CH:51]=[CH:52][CH:53]=4)=[C:11]3[C:28]([O:30][CH3:31])=[O:29])=[CH:9][C:4]=2[O:3][CH2:2]1 |f:2.3.4,6.7.8.9|. Reported procedure: A 50 mL three-necked flask under nitrogen was charged with (S)-methyl 1-(1,3-benzodioxol-5-yl)-3-[(fluorosulfonyl)oxy]-5-propoxy-1H-indene-2-carboxylate (prepared as described in Example 1 (vii)) (500 mg, 1.07 mmol), (4-methoxy-2-[2-(phenylmethoxy)ethoxy]phenyl]boronic acid (Compound (v)) (330 mg, 1.09 mmol), toluene (15 mL), EtOH (1 mL), and Pd(dppf)Cl2 catalyst (24 mg, 0.033 mmol). The mixture was stirred for 0.5 h at room temperature followed by the addition of 1.3 M K2CO3 solution (1.0 mL, 1... Reactants: C[Si]1(OC2=C(C(O1)=O)C=CC(=C2)C)C (2,2,7-trimethyl-4H-1,3,2-benzodioxasilin-4-one), C[Si](OC=1C=C(C=CC1O[Si](C)(C)C)CCC1=CC=C(C=C1)N)(C)C (4-[2-[3,4-bis[(trimethylsilyl)oxy]phenyl]ethyl]benzenamine). Run at temperature 180 celsius. Yields the product OC=1C=C(C=CC1O)CCC1=CC=C(C=C1)NC(C1=C(C=C(C=C1)C)O)=O (N-[4-[2-(3,4-Dihydroxyphenyl)ethyl]phenyl]-2-hydroxy-4-methylbenzamide). The yield is 48.2%. As a reaction SMILES: C[Si]1(C)O[C:6](=[O:8])[C:5]2[CH:9]=[CH:10][C:11]([CH3:13])=[CH:12][C:4]=2[O:3]1.C[Si](C)(C)[O:17][C:18]1[CH:19]=[C:20]([CH2:29][CH2:30][C:31]2[CH:36]=[CH:35][C:34]([NH2:37])=[CH:33][CH:32]=2)[CH:21]=[CH:22][C:23]=1[O:24][Si](C)(C)C>>[OH:17][C:18]1[CH:19]=[C:20]([CH2:29][CH2:30][C:31]2[CH:32]=[CH:33][C:34]([NH:37][C:6](=[O:8])[C:5]3[CH:9]=[CH:10][C:11]([CH3:13])=[CH:12][C:4]=3[OH:3])=[CH:35][CH:36]=2)[CH:21]=[CH:22][C:23]=1[OH:24]. Procedure details: A mixture of 2,2,7-trimethyl-4H-1,3,2-benzodioxasilin-4-one (2.0 g, 10 mmole) and 4-[2-[3,4-bis[(trimethylsilyl)oxy]phenyl]ethyl]benzenamine (3.0 g, 8 mmol) is heated under argon to 180° C. After three hours the mixture is cooled, triturated with pentane and filtered. The collected solid is rinsed several times with pentane and dried. Recrystallization from isopropanol gave the pure product (1.4 g), mp 201°-202° C. Reactants: ClC1=C2C(=NC=C1C(C1=CC=C(C=C1)C)=O)N(N=C2)CC (4-Chloro-1-ethyl-5-(4-methylbenzoyl)-1H-pyrazolo[3,4-b]pyridine), Cl.NO (hydroxylamine hydrochloride). Conditions: time 2 hour. Yields the product C(C)N1N=CC2=C1N=CC=1C2=NOC1C1=CC=C(C=C1)C (6-Ethyl-3-(4-tolyl)-6H-isoxazolo[3,4-d]pyrazolo[3,4-b]pyridine). Isolated yield 60.7%. As a reaction SMILES: Cl[C:2]1[C:7]([C:8](=[O:16])[C:9]2[CH:14]=[CH:13][C:12]([CH3:15])=[CH:11][CH:10]=2)=[CH:6][N:5]=[C:4]2[N:17]([CH2:20][CH3:21])[N:18]=[CH:19][C:3]=12.Cl.[NH2:23]O>>[CH2:20]([N:17]1[C:4]2[N:5]=[CH:6][C:7]3[C:2](=[N:23][O:16][C:8]=3[C:9]3[CH:14]=[CH:13][C:12]([CH3:15])=[CH:11][CH:10]=3)[C:3]=2[CH:19]=[N:18]1)[CH3:21] |f:1.2|. Procedure details: 4-Chloro-1-ethyl-5-(4-methylbenzoyl)-1H-pyrazolo[3,4-b]pyridine (4.40 g) and hydroxylamine hydrochloride (14.0 g) were mixed dry and then suspended in a solution prepared from 200 ml of glacial acetic acid and 5 ml of concentrated hydrochloric acid. The reaction mixture was then brought to reflux with mechanical stirring. After two hours, the reaction was allowed to cool and then the acetic acid was evaporated. The residue was distributed between dichloromethane and an aqueous sodium bicarbonate...